From a dataset of the Open Reaction Database (ORD), a public repository of structured organic reaction records. describe an organic reaction: reactants, conditions, products, and yield Starting materials: O=C(COC1CCN(CC1)C(=O)OC(C)(C)C)N1CCCCC1 (tert-butyl 4-(2-oxo-2-(piperidin-1-yl)ethoxy)piperidine-1-carboxylate). The solvent is C1CCOC1 (THF). Run at temperature 40 celsius, time 3 hour. Yields the product N1(CCCCC1)CCOC1CCN(CC1)C(=O)OC(C)(C)C (tert-butyl 4-(2-(piperidin-1-yl)ethoxy)piperidine-1-carboxylate). The yield is 101.7%. As a reaction SMILES: O=[C:2]([N:18]1[CH2:23][CH2:22][CH2:21][CH2:20][CH2:19]1)[CH2:3][O:4][CH:5]1[CH2:10][CH2:9][N:8]([C:11]([O:13][C:14]([CH3:17])([CH3:16])[CH3:15])=[O:12])[CH2:7][CH2:6]1>C1COCC1>[N:18]1([CH2:2][CH2:3][O:4][CH:5]2[CH2:10][CH2:9][N:8]([C:11]([O:13][C:14]([CH3:17])([CH3:16])[CH3:15])=[O:12])[CH2:7][CH2:6]2)[CH2:23][CH2:22][CH2:21][CH2:20][CH2:19]1. Procedure: Tert-butyl 4-(2-oxo-2-(piperidin-1-yl)ethoxy)piperidine-1-carboxylate (111) (7.5 g, 22.98 mmol) was dissolved in dry THF (100 mL), to this was added borane-methyl sulfide complex (17.23 mL, 34.46 mmol) and the reaction was stirred at 40° C. for 3 hours then at ambient temperature overnight. The gummy mixture was evaporated and was quenched with 2.0 N sodium carbonate (50 mL), extracted with EtOAc (3×75 mL), the organic layer was dried over MgSO4, filtered and evaporated to afford tert-butyl 4-(2... Conditions: time 8 hour. The yield is 80.9%. The reactants are O (water), C([O-])([O-])=O.[K+].[K+] (potassium carbonate), FC1=C(C=CC(=C1)F)[C@H]([C@@H](C(=O)OC)OS(=O)(=O)C1=CC=C(C=C1)C)O (methyl (2S,3R)-3-(2,4-difluorophenyl)-3-hydroxy-2-(p-toluenesulfonyloxy)propionate), C(C)(=O)OCC (Ethyl acetate), ice water. As a reaction SMILES: O.C(=O)([O-])[O-].[K+].[K+].[F:8][C:9]1[CH:14]=[C:13]([F:15])[CH:12]=[CH:11][C:10]=1[C@@H:16]([OH:33])[C@H:17](OS(C1C=CC(C)=CC=1)(=O)=O)[C:18]([O:20][CH3:21])=[O:19].C(OCC)(=O)C>CN(C)C=O>[F:8][C:9]1[CH:14]=[C:13]([F:15])[CH:12]=[CH:11][C:10]=1[C@H:16]1[O:33][C@H:17]1[C:18]([O:20][CH3:21])=[O:19] |f:1.2.3|. Procedure: 0.26 ml of water and 1.20 g of potassium carbonate were added to a solution of 1.12 g of methyl (2S,3R)-3-(2,4-difluorophenyl)-3-hydroxy-2-(p-toluenesulfonyloxy)propionate dissolved in 15 ml of dimethylformamide, and the mixture was stirred at room temperature overnight. Ethyl acetate and ice water were added to the reaction mixture, and the organic layer was collected by separation. After the organic layer was washed with water and dried, the solvent was removed. The residue was purified by sil... Product: FC1=C(C=CC(=C1)F)[C@@H]1[C@H](C(=O)OC)O1 (methyl (2R,3R)-3-(2,4-difluorophenyl)-2-epoxypropionate). The solvent is CN(C=O)C (dimethylformamide). The reactants are C(=O)(OC(C)(C)C)N1C[C@H](C[C@H]1C#C)O ((3S,5S)-N-Boc-5-ethynyl-3-hydroxy-pyrrolidine), FC=1C(=C2/C(/C(NC2=CC1)=O)=C/C=1NC=CC1OC)I ((Z)-1,3-dihydro-5-fluoro-4-iodo-3-[(3-methoxy-1H-pyrrol-2-yl)methylene]-2H-indol-2-one), FC=1C(=C2/C(/C(NC2=CC1)=O)=C/C=1NC=CC1OC)I ((Z)-1,3-dihydro-5-fluoro-4-iodo-3-[(3-methoxy-1H-pyrrol-2-yl)methylene]-2H-indol-2-one). The reagents and catalysts are C=1C=CC(=CC1)[P](C=2C=CC=CC2)(C=3C=CC=CC3)[Pd]([P](C=4C=CC=CC4)(C=5C=CC=CC5)C=6C=CC=CC6)([P](C=7C=CC=CC7)(C=8C=CC=CC8)C=9C=CC=CC9)[P](C=1C=CC=CC1)(C=1C=CC=CC1)C=1C=CC=CC1 ((Ph3P)4Pd). Solvent: CN(C)C=O (DMF), CCN(CC)CC (Et3N), CCOC(=O)C (EtOAc). Run at time 2 hour. Product: FC=1C(=C2/C(/C(NC2=CC1)=O)=C/C=1NC=CC1OC)C#C[C@H]1NC[C@H](C1)O ((Z)-1,3-Dihydro-5-fluoro-4-[(2S,4S)-(4-hydroxy-pyrrolidin-2-yl)-ethynyl]-3-[(3-methoxy-1H-pyrrol-2-yl)methylene]-2H-indol-2-one). Reaction SMILES: C([N:8]1[C@H:12]([C:13]#[CH:14])[CH2:11][C@H:10]([OH:15])[CH2:9]1)(OC(C)(C)C)=O.[F:16][C:17]1[C:18](I)=[C:19]2[C:23](=[CH:24][CH:25]=1)[NH:22][C:21](=[O:26])/[C:20]/2=[CH:27]\[C:28]1[NH:29][CH:30]=[CH:31][C:32]=1[O:33][CH3:34]>CN(C=O)C.CCN(CC)CC.CCOC(C)=O.C1C=CC([P]([Pd]([P](C2C=CC=CC=2)(C2C=CC=CC=2)C2C=CC=CC=2)([P](C2C=CC=CC=2)(C2C=CC=CC=2)C2C=CC=CC=2)[P](C2C=CC=CC=2)(C2C=CC=CC=2)C2C=CC=CC=2)(C2C=CC=CC=2)C2C=CC=CC=2)=CC=1>[F:16][C:17]1[C:18]([C:14]#[C:13][C@@H:12]2[CH2:11][C@H:10]([OH:15])[CH2:9][NH:8]2)=[C:19]2[C:23](=[CH:24][CH:25]=1)[NH:22][C:21](=[O:26])/[C:20]/2=[CH:27]\[C:28]1[NH:29][CH:30]=[CH:31][C:32]=1[O:33][CH3:34] |^1:57,59,78,97|. Reported procedure: Using Method C above, (3S,5S)-N-Boc-3-Hydroxy-5-ethynyl-pyrrolidine (132 mg, 0.62 mmol) (Example 103A above) was coupled with (Z)-1,3-dihydro-5-fluoro-4-iodo-3-[(3-methoxy-1H-pyrrol-2-yl)methylene]-2H-indol-2-one (80 mg, 0.21 mmol) (Starting Material 6) using (Ph3P)4Pd (24 mg, 0.02 mmol) and a catalytic amount of Cul in a mixture of DMF (5 mL) and Et3N (5 mL) as solvent at 80° C. for 5.5 hrs. Upon completion, the reaction mixture was diluted with EtOAc and extracted with H2O. The organic layer w... The reactants are CC(C)(C)OC(=O)N1CCC(OS(C)(=O)=O)CC1, O=C([O-])[O-], COC(=O)C=Cc1ccc(C(C)(C)C)cc1O, [K+], [K+], CN(C)C=O. Yields the product COC(=O)C=Cc1ccc(C(C)(C)C)cc1OC1CCN(C(=O)OC(C)(C)C)CC1. Reaction SMILES: [C:18]([CH3:19])([CH3:20])([CH3:21])[O:22][C:23](=[O:24])[N:25]1[CH2:26][CH2:27][CH:28]([O:31][S:32]([CH3:33])(=[O:34])=[O:35])[CH2:29][CH2:30]1.[C:36](=[O:37])([O-:38])[O-:39].[CH3:1][O:2][C:3]([CH:4]=[CH:5][c:6]1[c:7]([OH:16])[cH:8][c:9]([C:12]([CH3:13])([CH3:14])[CH3:15])[cH:10][cH:11]1)=[O:17].[K+:40].[K+:41].[O:42]=[CH:43][N:44]([CH3:45])[CH3:46]>>[CH3:1][O:2][C:3]([CH:4]=[CH:5][c:6]1[c:7]([O:16][CH:28]2[CH2:27][CH2:26][N:25]([C:23]([O:22][C:18]([CH3:19])([CH3:20])[CH3:21])=[O:24])[CH2:30][CH2:29]2)[cH:8][c:9]([C:12]([CH3:13])([CH3:14])[CH3:15])[cH:10][cH:11]1)=[O:17]. Reactants: C(C)(=O)[O-] (acetate), O=C[C@H](O)[C@@H](O)[C@H](O)[C@H](O)CO (glucose), CC1=C(C(=O)N(N1C)C=2C=CC=CC2)N (4-aminoantipyrine), CCN(CC(CS(=O)(=O)[O-])O)C1=CC=CC(=C1)C.[Na+] (TOOS), 500-u/mL, III. The solvent is [N-]=[N+]=[N-].[Na+] (sodium azide). Run at temperature 37 celsius. Product: C([C@H]([C@H]([C@@H](C(=O)C=O)O)O)O)O (glucosone). RXN SMILES: C([O-])(=O)C.[O:5]=[CH:6][C@@H:7]([C@H:9]([C@@H:11]([C@@H:13]([CH2:15][OH:16])[OH:14])[OH:12])[OH:10])[OH:8].CC1N(C)N(C2C=CC=CC=2)C(=O)C=1N.CCN(C1C=C(C)C=CC=1)CC(O)CS([O-])(=O)=O.[Na+]>[N-]=[N+]=[N-].[Na+]>[CH2:15]([OH:16])[C@@H:13]([OH:14])[C@@H:11]([OH:12])[C@H:9]([OH:10])[C:7]([CH:6]=[O:5])=[O:8] |f:3.4,5.6|. Procedure details: To the above reaction mixture, a mixture which has been prepared in advance by mixing 200 mM acetate buffer (pH 6.0) (750 μL), 4000-u/mL glucose oxidase (Toyobo Co., Ltd.) (450 μL), 0.15% 4-aminoantipyrine (300 μL), 0.3% TOOS (Dojindo Laboratories) (300 μL), 500-u/mL peroxidase (Toyobo Co., Ltd.: Type III) (300 μL), and 1% sodium azide (300 μL) is added, followed by heating for 10 minutes at 37° C. Thereafter, absorbance is measured at 550 nm. A control system is prepared by repeating the above ... The reactants are N (ammonia), C(C)OC(=O)C1OC2=C(O1)C=C(C(=C2)Cl)S(=O)(=O)C2=CC=C(C=C2)Cl (5-chloro-6-(4-chlorophenylsulphonyl)-1,3-benzodioxole-2-carboxylic acid ethyl ester), Cl (HCl). The solvent is ClCCl (dichloromethane). Run at time 18 hour. Yields the product ClC1=CC2=C(OC(O2)C(=O)N)C=C1S(=O)(=O)C1=CC=C(C=C1)Cl (5-chloro-6-(4-chlorophenylsulphonyl)-1,3-benzodioxole-2-carboxylic acid amide). As a reaction SMILES: C([O:3][C:4]([CH:6]1[O:10][C:9]2[CH:11]=[C:12]([S:16]([C:19]3[CH:24]=[CH:23][C:22]([Cl:25])=[CH:21][CH:20]=3)(=[O:18])=[O:17])[C:13]([Cl:15])=[CH:14][C:8]=2[O:7]1)=O)C.[NH3:26].Cl>ClCCl>[Cl:15][C:13]1[C:12]([S:16]([C:19]2[CH:24]=[CH:23][C:22]([Cl:25])=[CH:21][CH:20]=2)(=[O:18])=[O:17])=[CH:11][C:9]2[O:10][CH:6]([C:4]([NH2:26])=[O:3])[O:7][C:8]=2[CH:14]=1. Procedure: 4.03 mol of 5-chloro-6-(4-chlorophenylsulphonyl)-1,3-benzodioxole-2-carboxylic acid ethyl ester are dissolved in room temperature in 50 ml of dichloromethane. While stirring vigorously, 50 ml of a concentrated aqueous ammonia solution are added, and stirring is continued for 18 hours. A thick crystalline suspension is formed from the initial emulsion. This suspension is then adjusted by 6N HCl to pH 2-3 at room temperature, filtered and subsequently washed with water. After drying, colourless cr... The solvent is C(C)(=O)O (acetic acid). As a reaction SMILES: CO.[O:3]1[C:7]2[CH:8]=[CH:9][CH:10]=[CH:11][C:6]=2[CH:5]=[C:4]1[C:12]1[CH:24]=[CH:23][C:15]([C:16]([O:18][C:19]([CH3:22])([CH3:21])[CH3:20])=[O:17])=[C:14]([N+:25]([O-])=O)[CH:13]=1>[Fe].C(O)(=O)C>[NH2:25][C:14]1[CH:13]=[C:12]([C:4]2[O:3][C:7]3[CH:8]=[CH:9][CH:10]=[CH:11][C:6]=3[CH:5]=2)[CH:24]=[CH:23][C:15]=1[C:16]([O:18][C:19]([CH3:22])([CH3:21])[CH3:20])=[O:17]. Procedure details: 0.69 g of iron powder was added to a suspension of 7.0 mL of methanol and 7.0 mL of acetic acid containing 1.4 g of tert-butyl 4-(benzofuran-2-yl)-2-nitrobenzoate and the resulting mixture was heated to reflux for 2 hours. After the reaction mixture was cooled to room temperature, the solvent was evaporated under reduced pressure. A saturated sodium hydrogen carbonate aqueous solution and ethyl acetate were added to the obtained residue and insoluble were removed by filtration. The organic layer... Starting materials: CO (methanol), O1C(=CC2=C1C=CC=C2)C2=CC(=C(C(=O)OC(C)(C)C)C=C2)[N+](=O)[O-] (tert-butyl 4-(benzofuran-2-yl)-2-nitrobenzoate). Reagents/catalysts: [Fe] (iron). Yields the product NC1=C(C(=O)OC(C)(C)C)C=CC(=C1)C=1OC2=C(C1)C=CC=C2 (tert-butyl 2-amino-4-(benzofuran-2-yl)benzoate). Reactants: BrBr (bromine), C1(=CC=CC=C1)C(CC)=C(C#N)C#N (1-phenylpropylidene-propanedinitrile), C(C)(=O)C1=CC=CC=C1 (acetophenone). Run in C1=CC=CC=C1 (benzene). Conditions: time 1.5 hour. Yields the product BrC(C(C1=CC=CC=C1)=C(C#N)C#N)C (2-bromo-1-phenyl-propylidene-propanedinitrile). Reaction SMILES: [Br:1]Br.[C:3]1([C:9](=[C:12]([C:15]#[N:16])[C:13]#[N:14])[CH2:10][CH3:11])[CH:8]=[CH:7][CH:6]=[CH:5][CH:4]=1.C(C1C=CC=CC=1)(=O)C>C1C=CC=CC=1>[Br:1][CH:10]([CH3:11])[C:9](=[C:12]([C:13]#[N:14])[C:15]#[N:16])[C:3]1[CH:8]=[CH:7][CH:6]=[CH:5][CH:4]=1. Reported procedure: 2.7 ml of bromine are added to 9.1 g of 1-phenylpropylidene-propanedinitrile and 0.2 g of acetophenone in 100 ml of benzene and the mixture is stirred at room temperature for 1.5 hours. The residue obtained after evaporation under vacuum is recrystallised from 25 ml of ethanol. 11,7 g of 2-bromo-1-phenyl-propylidene-propanedinitrile melting at 103° to 104° C. are obtained. The reactants are C1(CCCC1)O (cyclopentanol), CC(C)([O-])C.[K+] (potassium tert-butoxide), ClC1=NC(=NC(=C1)C(F)(F)F)S(=O)(=O)C (4-chloro-2-(methylsulfonyl)-6-(trifluoromethyl)pyrimidine). The solvent is O1CCCC1 (tetrahydrofuran), O1CCCC1 (tetrahydrofuran). Run at temperature -78 celsius, time 2 hour. The product is ClC1=NC(=NC(=C1)C(F)(F)F)OC1CCCC1 (4-chloro-2-(cyclopentyloxy)-6-(trifluoromethyl)pyrimidine). Yield: 33.3%. RXN SMILES: [CH:1]1([OH:6])[CH2:5][CH2:4][CH2:3][CH2:2]1.CC(C)([O-])C.[K+].[Cl:13][C:14]1[CH:19]=[C:18]([C:20]([F:23])([F:22])[F:21])[N:17]=[C:16](S(C)(=O)=O)[N:15]=1>O1CCCC1>[Cl:13][C:14]1[CH:19]=[C:18]([C:20]([F:22])([F:21])[F:23])[N:17]=[C:16]([O:6][CH:1]2[CH2:5][CH2:4][CH2:3][CH2:2]2)[N:15]=1 |f:1.2|. Reported procedure: To a stirred solution of cyclopentanol (0.61 mL, 6.75 mmol) in tetrahydrofuran (24 mL) at 0° C. was added potassium tert-butoxide (0.76 g, 6.75 mmol). The resulting yellow solution was added dropwise to a stirred solution of 4-chloro-2-(methylsulfonyl)-6-(trifluoromethyl)pyrimidine (1.76 g, 6.75 mmol) in tetrahydrofuran (24 mL) at −78° C. over 15 minutes. The reaction was then stirred at −78° C. for 2 h then allowed to warm to rt. After stirring for 15 h at room temperature, the reaction was que... The reactants are COC(=O)c1cc(Cl)cc2c1CC(C)(C)C(c1cccc(N3CCOCC3)c1)N2, CO, Cl, [Na+], C1CCOC1, [OH-], O. Product: CC1(C)Cc2c(cc(Cl)cc2C(=O)O)NC1c1cccc(N2CCOCC2)c1. As a reaction SMILES: [CH3:1][O:2][C:3](=[O:4])[c:5]1[c:6]2[c:11]([cH:12][c:13]([Cl:15])[cH:14]1)[NH:10][CH:9]([c:16]1[cH:17][c:18]([N:22]3[CH2:23][CH2:24][O:25][CH2:26][CH2:27]3)[cH:19][cH:20][cH:21]1)[C:8]([CH3:28])([CH3:29])[CH2:7]2.[CH3:33][OH:34].[ClH:32].[Na+:31].[O:35]1[CH2:36][CH2:37][CH2:38][CH2:39]1.[OH-:30].[OH2:40]>>[O:2]=[C:3]([OH:4])[c:5]1[c:6]2[c:11]([cH:12][c:13]([Cl:15])[cH:14]1)[NH:10][CH:9]([c:16]1[cH:17][c:18]([N:22]3[CH2:23][CH2:24][O:25][CH2:26][CH2:27]3)[cH:19][cH:20][cH:21]1)[C:8]([CH3:28])([CH3:29])[CH2:7]2.